describe an organic reaction: reactants, conditions, products, and yield From a dataset of the Open Reaction Database (ORD), a public repository of structured organic reaction records. Starting materials: N#Cc1ccc(N(Cc2ccc(OCc3ccccc3)c(Cl)c2)n2cnnc2)cc1, C1CCOC1, CO, CCOC(C)=O. Yields the product N#Cc1ccc(N(Cc2ccc(O)c(Cl)c2)n2cnnc2)cc1. As a reaction SMILES: [CH2:1]([c:2]1[cH:3][cH:4][cH:5][cH:6][cH:7]1)[O:8][c:9]1[c:10]([Cl:30])[cH:11][c:12]([CH2:13][N:14]([c:15]2[cH:16][cH:17][c:18]([C:19]#[N:20])[cH:21][cH:22]2)[n:23]2[cH:24][n:25][n:26][cH:27]2)[cH:28][cH:29]1.[CH2:33]1[O:34][CH2:35][CH2:36][CH2:37]1.[CH3:31][OH:32].[CH3:38][CH2:39][O:40][C:41]([CH3:42])=[O:43]>>[OH:8][c:9]1[c:10]([Cl:30])[cH:11][c:12]([CH2:13][N:14]([c:15]2[cH:16][cH:17][c:18]([C:19]#[N:20])[cH:21][cH:22]2)[n:23]2[cH:24][n:25][n:26][cH:27]2)[cH:28][cH:29]1. Reactants: CC(=O)O, CCOC(=O)C1(C(=O)OCC)Oc2c(ccc(OC)c2Cl)C1O, [H][H], O=S(=O)(O)O. Product: CCOC(=O)C1(C(=O)OCC)Cc2ccc(OC)c(Cl)c2O1. Reaction SMILES: [CH3:31][C:32](=[O:33])[OH:34].[Cl:1][c:2]1[c:3]([O:22][CH3:23])[cH:4][cH:5][c:6]2[c:10]1[O:9][C:8]([C:11](=[O:12])[O:13][CH2:14][CH3:15])([C:16](=[O:17])[O:18][CH2:19][CH3:20])[CH:7]2[OH:21].[H:29][H:30].[S:24](=[O:25])(=[O:26])([OH:27])[OH:28]>>[Cl:1][c:2]1[c:3]([O:22][CH3:23])[cH:4][cH:5][c:6]2[c:10]1[O:9][C:8]([C:11](=[O:12])[O:13][CH2:14][CH3:15])([C:16](=[O:17])[O:18][CH2:19][CH3:20])[CH2:7]2.